This data is from the Open Reaction Database (ORD), a public repository of structured organic reaction records. The task is: describe an organic reaction: reactants, conditions, products, and yield Starting materials: N=C=N (carbodiimide), ClC1=C(C(=O)O)C=CC(=C1)C(F)(F)F (2-chloro-4(trifluoromethyl)benzoic acid), C(C)S(=O)(=O)N1CCC(CC1)(CC1CCOCC1)CN (1-[1-(ethylsulfonyl)-4-(tetrahydro-2H-pyran-4-ylmethyl)piperidin-4-yl]methanamine). Solvent: ClCCl (Dichloromethane). Conditions: time 0.5 hour. The product is ClC1=C(C(=O)NCC2(CCN(CC2)S(=O)(=O)CC)CC2CCOCC2)C=CC(=C1)C(F)(F)F (2-chloro-N-{[1-(ethylsulfonyl)-4-(tetrahydro-2H-pyran-4-ylmethyl)piperidin-4-yl]methyl}-4-(trifluoromethyl)benzamide). RXN SMILES: [CH2:1]([S:3]([N:6]1[CH2:11][CH2:10][C:9]([CH2:19][NH2:20])([CH2:12][CH:13]2[CH2:18][CH2:17][O:16][CH2:15][CH2:14]2)[CH2:8][CH2:7]1)(=[O:5])=[O:4])[CH3:2].N=C=N.[Cl:24][C:25]1[CH:33]=[C:32]([C:34]([F:37])([F:36])[F:35])[CH:31]=[CH:30][C:26]=1[C:27](O)=[O:28]>ClCCl>[Cl:24][C:25]1[CH:33]=[C:32]([C:34]([F:35])([F:36])[F:37])[CH:31]=[CH:30][C:26]=1[C:27]([NH:20][CH2:19][C:9]1([CH2:12][CH:13]2[CH2:18][CH2:17][O:16][CH2:15][CH2:14]2)[CH2:10][CH2:11][N:6]([S:3]([CH2:1][CH3:2])(=[O:5])=[O:4])[CH2:7][CH2:8]1)=[O:28]. Reported procedure: In a large glass container with a sealable lid was placed 1-[1-(ethylsulfonyl)-4-(tetrahydro-2H-pyran-4-ylmethyl)piperidin-4-yl]methanamine (11, 350 mg, 1.15 mmol). Dichloromethane (50 ml) and PS-carbodiimide resin (474 mg, 2.299 mmol) were added along with 2-chloro-4(trifluoromethyl)benzoic acid (336 mg, 1.495 mmol). The lid was sealed and the bottle was shaken for 0.5 hours. The resin was filtered off and washed with EtOAc (3×25 ml) and the organics concentrated in vacuo to give an off-white s... Starting materials: Cc1ccccc1, CCOC(=O)C1CCC(=O)C1, O, O, OCCO, Cc1ccc(S(=O)(=O)O)cc1. Product: CCOC(=O)C1CCC2(C1)OCCO2. As a reaction SMILES: [CH3:29][c:30]1[cH:31][cH:32][cH:33][cH:34][cH:35]1.[O:1]=[C:2]1[CH2:3][CH:4]([C:7](=[O:8])[O:9][CH2:10][CH3:11])[CH2:5][CH2:6]1.[OH2:12].[OH2:28].[OH:24][CH2:25][CH2:26][OH:27].[c:13]1([CH3:14])[cH:15][cH:16][c:17]([S:18]([OH:19])(=[O:20])=[O:21])[cH:22][cH:23]1>>[O:1]1[C:2]2([CH2:3][CH:4]([C:7](=[O:8])[O:9][CH2:10][CH3:11])[CH2:5][CH2:6]2)[O:24][CH2:25][CH2:26]1.